This data is from the Open Reaction Database (ORD), a public repository of structured organic reaction records. The task is: describe an organic reaction: reactants, conditions, products, and yield Starting materials: CN(S(=O)(=O)C1=CC(=C(C#N)C=C1)C(F)(F)F)C (4-(N,N-dimethylsulphamoyl)-2-trifluoromethylbenzonitrile), [OH-].[Na+] (sodium hydroxide), C(C)O (ethanol), OO (Hydrogen peroxide). Solvent: O (water). Run at temperature 40 celsius. Yields the product CN(S(=O)(=O)C1=CC(=C(C(=O)N)C=C1)C(F)(F)F)C (4-(N,N-dimethylsulphamoyl)-2-trifluoromethylbenzamide). Reaction SMILES: [CH3:1][N:2]([CH3:18])[S:3]([C:6]1[CH:13]=[CH:12][C:9]([C:10]#[N:11])=[C:8]([C:14]([F:17])([F:16])[F:15])[CH:7]=1)(=[O:5])=[O:4].[OH-].[Na+].C([OH:23])C.OO>O>[CH3:1][N:2]([CH3:18])[S:3]([C:6]1[CH:13]=[CH:12][C:9]([C:10]([NH2:11])=[O:23])=[C:8]([C:14]([F:15])([F:17])[F:16])[CH:7]=1)(=[O:4])=[O:5] |f:1.2|. Procedure: A mixture of 4-(N,N-dimethylsulphamoyl)-2-trifluoromethylbenzonitrile (2.78 g), sodium hydroxide (130 mg) and ethanol was heated to 40° C. Hydrogen peroxide (7 ml of 30% solution) was then added and the mixture heated at 40° C. for 3 hours. After cooling the mixture was poured into water and extracted with ethyl acetate. The organic phase was washed with water, dried (anhydrous magnesium sulphate) and filtered. The filtrate was evaporated to dryness and the residue recrystallised from ethyl acet... RXN SMILES: [Br:1][C:2]1[CH:10]=[C:9]2[C:5]([CH:6]=[N:7][NH:8]2)=[CH:4][C:3]=1[CH3:11].[H-].[Na+].CI.[CH3:16]C(=O)OCC.[Cl-].[Na+].O>C1COCC1>[Br:1][C:2]1[CH:10]=[C:9]2[C:5]([CH:6]=[N:7][N:8]2[CH3:16])=[CH:4][C:3]=1[CH3:11].[Br:1][C:2]1[C:3]([CH3:11])=[CH:4][C:5]2[C:9]([CH:10]=1)=[N:8][N:7]([CH3:16])[CH:6]=2 |f:1.2,4.5.6.7|. The product is BrC1=C(C=C2C=NN(C2=C1)C)C (6-bromo-1,5-dimethyl-1H-indazole), BrC=1C(=CC2=CN(N=C2C1)C)C (6-bromo-2,5-dimethyl-2H-indazole). Solvent: C1CCOC1 (THF). Reported procedure: To a solution of 6-bromo-5-methyl-1H-indazole (31, 211 mg, 1 mmol) in 5 ml dry THF was carefully added sodium hydride (200 mg, 60%). The suspension was stirred at r.t for 2 h before addition of methyl iodide (93 μl, 1.5 eq). After stirring at r.t. for 3 h, the reaction mixture was worked up with EA/brine. Org. phase was dried over sodium sulfate, concentrated and then subjected to silica gel column chromatography (0-50%-100% B; A: hexane; B: 50% EA in hexane) to give 101.4 mg of 6-bromo-1,5-dime... The reactants are CI (methyl iodide), CC(OCC)=O.[Cl-].[Na+].O (EA brine), BrC1=C(C=C2C=NNC2=C1)C (6-bromo-5-methyl-1H-indazole), [H-].[Na+] (sodium hydride). Run at time 3 hour. Reactants: C(C)(C)(C)OC(=O)NC=1C(=NN(C1)C)N1C(N(CC1)C(=O)OC(C)(C)C)=O (tert-Butyl 3-(4-((tert-butoxycarbonyl)amino)-1-methyl-1H-pyrazol-3-yl)-2-oxoimidazolidine-1-carboxylate), CO.Cl (hydrogen chloride methanol), C(C)(=O)OCC (ethyl acetate). Conditions: temperature 60 celsius, time 3 hour. Yields the product Cl.NC=1C(=NN(C1)C)N1C(NCC1)=O (1-(4-amino-1-methyl-1H-pyrazol-3-yl)imidazolidin-2-one hydrochloride). As a reaction SMILES: C(OC([NH:8][C:9]1[C:10]([N:15]2[CH2:19][CH2:18][N:17](C(OC(C)(C)C)=O)[C:16]2=[O:27])=[N:11][N:12]([CH3:14])[CH:13]=1)=O)(C)(C)C.C(OCC)(=O)C.CO.[ClH:36]>>[ClH:36].[NH2:8][C:9]1[C:10]([N:15]2[CH2:19][CH2:18][NH:17][C:16]2=[O:27])=[N:11][N:12]([CH3:14])[CH:13]=1 |f:2.3,4.5|. Procedure: tert-Butyl 3-(4-((tert-butoxycarbonyl)amino)-1-methyl-1H-pyrazol-3-yl)-2-oxoimidazolidine-1-carboxylate (7.61 g) was dissolved in 2M hydrogen chloride methanol solution (50 mL), and the mixture was stirred at 60° C. for 3 hr. The reaction mixture was ice-cooled, ethyl acetate (50 mL) was added thereto, and the precipitate was collected by filtration, and dried under reduced pressure to give the title compound (4.15 g). Starting materials: BrC=1C=C(C=NC1)OS(=O)(=O)N1CCOCC1 (Morpholine-4-sulfonic acid 5-bromo-pyridin-3-yl ester), CN1C(=CC2=CC=CC=C12)B(O)O (N-methyl-indoleboronic acid). Procedure details: Morpholine-4-sulfonic acid 5-bromo-pyridin-3-yl ester and N-methyl-indoleboronic acid are processed according to the method described in Example 100 to give morpholine-4-sulfonic acid 5-(1-methyl-1H-indol-2-yl)-pyridin-3-yl ester. MS (ESI) m/z 374.1 (M+H)+ As a reaction SMILES: Br[C:2]1[CH:3]=[C:4]([O:8][S:9]([N:12]2[CH2:17][CH2:16][O:15][CH2:14][CH2:13]2)(=[O:11])=[O:10])[CH:5]=[N:6][CH:7]=1.[CH3:18][N:19]1[C:27]2[C:22](=[CH:23][CH:24]=[CH:25][CH:26]=2)[CH:21]=[C:20]1B(O)O>>[CH3:18][N:19]1[C:27]2[C:22](=[CH:23][CH:24]=[CH:25][CH:26]=2)[CH:21]=[C:20]1[C:2]1[CH:3]=[C:4]([O:8][S:9]([N:12]2[CH2:17][CH2:16][O:15][CH2:14][CH2:13]2)(=[O:11])=[O:10])[CH:5]=[N:6][CH:7]=1. The product is CN1C(=CC2=CC=CC=C12)C=1C=C(C=NC1)OS(=O)(=O)N1CCOCC1 (morpholine-4-sulfonic acid 5-(1-methyl-1H-indol-2-yl)-pyridin-3-yl ester). Reported procedure: This reaction was performed as in Example 1 with bis(cyclooctadienyl)rhodium tetrafluoroborate (10 mg; 0.025 mmol; 0.01 equiv), R,R-1,2-bis(2,5-dimethylphospholano)benzene (6, R"=CH3 ; 9 mg; 0.03 mmol; 0.012 equiv) and non-1-en-2-yl acetate (461 mg; 2.5 mmol) in 10 mL of degassed THF until hydrogen uptake ceased (2 h) to afford 0.46 g of crude product. 1H NMR analysis indicated 2-nonyl acetate as the sole product, and chiral GC analysis and comparison to racemate indicated 64.0% ee for 2-nonyl a... Solvent: C1=CC=CC=C1 (benzene), C1=CC=CC=C1 (benzene). As a reaction SMILES: [C:1]([O:4][CH:5]([CH2:7][CH2:8][CH2:9][CH2:10][CH2:11][CH2:12][CH3:13])[CH3:6])(=[O:3])[CH3:2].C([O-])(=O)C.CC(O)CCCCCCC>C1C=CC=CC=1>[C:1]([O:4][C:5]([CH2:7][CH2:8][CH2:9][CH2:10][CH2:11][CH2:12][CH3:13])=[CH2:6])(=[O:3])[CH3:2]. The reactants are C(C)(=O)[O-] (acetate), CC(CCCCCCC)O (2-nonanol), C(C)(=O)OC(C)CCCCCCC (2-nonyl acetate), ( S ), C(C)(=O)OC(C)CCCCCCC (2-nonyl acetate), C(C)(=O)OC(C)CCCCCCC (2-nonyl acetate), ( R ). Yields the product C(C)(=O)OC(=C)CCCCCCC (non-1-en-2-yl Acetate). Reactants: BrCCBr, C[Si](C)(C)CCN1C(=O)CN(c2ccc(I)cc2OCc2ccccc2)S1(=O)=O, C[Si](C)(C)Cl, O=C1CCC(CI)N1, O=C(C=Cc1ccccc1)C=Cc1ccccc1, CN(C)C=O, O=C(C=Cc1ccccc1)C=Cc1ccccc1, O=C(C=Cc1ccccc1)C=Cc1ccccc1, O, [Pd], [Pd], [Zn], Cc1ccccc1P(c1ccccc1C)c1ccccc1C. The product is C[Si](C)(C)CCN1C(=O)CN(c2ccc(CC3CCC(=O)N3)cc2OCc2ccccc2)S1(=O)=O. As a reaction SMILES: [Br:1][CH2:2][CH2:3][Br:4].[CH2:40]([c:41]1[cH:42][cH:43][cH:44][cH:45][cH:46]1)[O:47][c:48]1[c:49]([N:55]2[CH2:56][C:57](=[O:68])[N:58]([CH2:62][CH2:63][Si:64]([CH3:65])([CH3:66])[CH3:67])[S:59]2(=[O:60])=[O:61])[cH:50][cH:51][c:52]([I:54])[cH:53]1.[CH3:5][Si:6]([Cl:7])([CH3:8])[CH3:9].[I:10][CH2:11][CH:12]1[CH2:13][CH2:14][C:15](=[O:17])[NH:16]1.[O:114]=[C:115]([CH:116]=[CH:117][c:118]1[cH:119][cH:120][cH:121][cH:122][cH:123]1)[CH:124]=[CH:125][c:126]1[cH:127][cH:128][cH:129][cH:130][cH:131]1.[O:69]=[CH:70][N:71]([CH3:72])[CH3:73].[O:78]=[C:79]([CH:80]=[CH:81][c:82]1[cH:83][cH:84][cH:85][cH:86][cH:87]1)[CH:88]=[CH:89][c:90]1[cH:91][cH:92][cH:93][cH:94][cH:95]1.[O:96]=[C:97]([CH:98]=[CH:99][c:100]1[cH:101][cH:102][cH:103][cH:104][cH:105]1)[CH:106]=[CH:107][c:108]1[cH:109][cH:110][cH:111][cH:112][cH:113]1.[OH2:74].[Pd:76].[Pd:77].[Zn:75].[c:18]1([CH3:19])[cH:20][cH:21][cH:22][cH:23][c:24]1[P:25]([c:26]1[cH:27][cH:28][cH:29][cH:30][c:31]1[CH3:32])[c:33]1[cH:34][cH:35][cH:36][cH:37][c:38]1[CH3:39]>>[CH2:11]([CH:12]1[CH2:13][CH2:14][C:15](=[O:17])[NH:16]1)[c:52]1[cH:51][cH:50][c:49]([N:55]2[CH2:56][C:57](=[O:68])[N:58]([CH2:62][CH2:63][Si:64]([CH3:65])([CH3:66])[CH3:67])[S:59]2(=[O:60])=[O:61])[c:48]([O:47][CH2:40][c:41]2[cH:42][cH:43][cH:44][cH:45][cH:46]2)[cH:53]1. Run in C(C)#N (acetonitrile), C(C)#N (acetonitrile), C(=O)(C(F)(F)F)O (TFA), C1CCOC1 (THF), CO (methanol). Product: O=C1NC(C2=C(N1C1=CC(=CC=C1)C(F)(F)F)CNC2=O)C2=C(C=C(C#N)C=C2)S(=O)(=O)C ((rac)-4-{2,5-Dioxo-1-[3-(trifluoromethyl)phenyl]-2,3,4,5,6,7-hexahydro-1H-pyrrolo[3,4-d]pyrimidin-4-yl}-3-(methylsulfonyl)benzonitrile). Run at time 60 minute. Procedure: (rac)-Ethyl 6-(bromomethyl)-4-[4-cyano-2-(methylsulfonyl)phenyl]-2-oxo-1-[3-(trifluoromethyl)phenyl]-1,2,3,4-tetrahydropyrimidine-5-carboxylate (200 mg, 0.34 mmol; Example 13A) was dissolved in acetonitrile (4 ml), a 7 N solution of ammonia in methanol (5 ml) was added and the mixture was stirred at RT for 60 min. The reaction mixture was then concentrated under reduced pressure, and the residue was triturated with acetonitrile (3 ml). The crystals formed were filtered off with suction, washed w... The reactants are C(C)#N.O (acetonitrile water), BrCC1=C(C(NC(N1C1=CC(=CC=C1)C(F)(F)F)=O)C1=C(C=C(C=C1)C#N)S(=O)(=O)C)C(=O)OCC ((rac)-Ethyl 6-(bromomethyl)-4-[4-cyano-2-(methylsulfonyl)phenyl]-2-oxo-1-[3-(trifluoromethyl)phenyl]-1,2,3,4-tetrahydropyrimidine-5-carboxylate), solution, N (ammonia). RXN SMILES: Br[CH2:2][C:3]1[N:8]([C:9]2[CH:14]=[CH:13][CH:12]=[C:11]([C:15]([F:18])([F:17])[F:16])[CH:10]=2)[C:7](=[O:19])[NH:6][CH:5]([C:20]2[CH:25]=[CH:24][C:23]([C:26]#[N:27])=[CH:22][C:21]=2[S:28]([CH3:31])(=[O:30])=[O:29])[C:4]=1[C:32]([O:34]CC)=O.N.C(#[N:40])C.O>C(#N)C.CO.C(O)(C(F)(F)F)=O.C1COCC1>[O:19]=[C:7]1[N:8]([C:9]2[CH:14]=[CH:13][CH:12]=[C:11]([C:15]([F:17])([F:18])[F:16])[CH:10]=2)[C:3]2[CH2:2][NH:40][C:32](=[O:34])[C:4]=2[CH:5]([C:20]2[CH:25]=[CH:24][C:23]([C:26]#[N:27])=[CH:22][C:21]=2[S:28]([CH3:31])(=[O:30])=[O:29])[NH:6]1 |f:2.3|. Starting materials: C1COCCN1, CCO, Nc1ccc(C(=O)O)cn1, On1nnc2ccccc21. Yields the product Nc1ccc(C(=O)N2CCOCC2)cn1. RXN SMILES: [CH2:1]1[CH2:2][O:3][CH2:4][CH2:5][NH:6]1.[CH3:27][CH2:28][OH:29].[NH2:17][c:18]1[n:19][cH:20][c:21]([C:22](=[O:23])[OH:24])[cH:25][cH:26]1.[OH:7][n:8]1[c:9]2[c:10]([cH:11][cH:12][cH:13][cH:14]2)[n:15][n:16]1>>[CH2:1]1[CH2:2][O:3][CH2:4][CH2:5][N:6]1[C:22]([c:21]1[cH:20][n:19][c:18]([NH2:17])[cH:26][cH:25]1)=[O:23]. Reagents/catalysts: [Cu]I (copper(I)iodide). Run in CN1CCCC1=O (NMP). Isolated yield 46.1%. The product is BrC=1C(=NC=C(C1)Br)C(F)(F)F (3,5-dibromo-2-(trifluoromethyl)pyridine). Procedure details: To a solution of 2-iodo-3,5-dibromopyridine (4.21 g, 11.60 mmol) in NMP (25 mL) were added copper(I)iodide (4.42 g, 23.21 mmol), potassium fluoride (1.35 g, 23.21 mmol), and (trifluoromethyl)trimethylsilane (5.61 mL, 35.90 mmol). The resulting mixture was allowed to stir overnight at 50° C. The mixture was poured into 12% aqueous ammonia, and then extracted with Et2O (2×120 mL). The organic solutions were combined, dried over Na2SO4, filtered and concentrated. The residue was purified by column ... Starting materials: N (ammonia), IC1=NC=C(C=C1Br)Br (2-iodo-3,5-dibromopyridine), [F-].[K+] (potassium fluoride), FC(F)(F)[Si](C)(C)C ((trifluoromethyl)trimethylsilane). Reaction SMILES: I[C:2]1[C:7]([Br:8])=[CH:6][C:5]([Br:9])=[CH:4][N:3]=1.[F-].[K+].[F:12][C:13]([Si](C)(C)C)([F:15])[F:14].N>CN1C(=O)CCC1.[Cu]I>[Br:8][C:7]1[C:2]([C:13]([F:15])([F:14])[F:12])=[N:3][CH:4]=[C:5]([Br:9])[CH:6]=1 |f:1.2|. Reaction conditions: temperature 50 celsius, time 8 hour.